From a dataset of the Open Reaction Database (ORD), a public repository of structured organic reaction records. describe an organic reaction: reactants, conditions, products, and yield Starting materials: Cl (hydrochloric acid), CC1=CC=C(OC2=CC=C(C=C2)NC([C@H]2NC[C@@H](C2)NC(CNC(=O)OC(C)(C)C)=O)=O)C=C1 (trans-4-(N-tert-butoxylcarbonylglycylamino)-L-Proline 4-(4′-methylphenoxy)phenylamide). Solvent: O1CCOCC1 (1,4-dioxane), O1CCOCC1 (1,4-dioxane). Run at time 1 hour. Product: Cl.Cl.CC1=CC=C(OC2=CC=C(C=C2)NC([C@H]2NC[C@@H](C2)NC(CN)=O)=O)C=C1 (trans-4Glycylamino-L-Proline 4-[4′-Methylphenoxy)phenylamide Dihydrochloride). RXN SMILES: [ClH:1].[CH3:2][C:3]1[CH:35]=[CH:34][C:6]([O:7][C:8]2[CH:13]=[CH:12][C:11]([NH:14][C:15](=[O:33])[C@@H:16]3[CH2:20][C@@H:19]([NH:21][C:22](=[O:32])[CH2:23][NH:24]C(OC(C)(C)C)=O)[CH2:18][NH:17]3)=[CH:10][CH:9]=2)=[CH:5][CH:4]=1>O1CCOCC1>[ClH:1].[ClH:1].[CH3:2][C:3]1[CH:4]=[CH:5][C:6]([O:7][C:8]2[CH:9]=[CH:10][C:11]([NH:14][C:15](=[O:33])[C@@H:16]3[CH2:20][C@@H:19]([NH:21][C:22](=[O:32])[CH2:23][NH2:24])[CH2:18][NH:17]3)=[CH:12][CH:13]=2)=[CH:34][CH:35]=1 |f:3.4.5|. Procedure details: A solution of 4 N hydrochloric acid in 1,4-dioxane (6 mL) was added to a solution of trans-4-(N-tert-butoxylcarbonylglycylamino)-L-Proline 4-(4′-methylphenoxy)phenylamide (A, 210 mg) in 1,4-dioxane (6 mL) at room temperature. After stirring at room temperature for 1 hr, the reaction mixture was concentrated in vacuo. The residue was washed with ether to give the title compound (106 mg) as colorless crystals: 1H NMR (400 MHz, D2O) δ 1.28 (s, 3 H), 2.59 (m, 2 H), 3.50 (br d, J=8.8 Hz, 1H), 3.82 (t... Reactants: C(C)(=O)O\N=C(\C1=C(C=C(C=C1O)OC)Cl)/C1=C(C=CC=C1)F (E-2-chloro-2'-fluoro-6-hydroxy-4-methoxybenzophenone O-acetyl oxime), [H-].[Na+] (NaH), ice water. The solvent is CN(C)C=O (DMF), CN(C)C=O (DMF). Reaction conditions: time 2 hour. Product: ClC1=CC(=CC2=C1C(=NO2)C2=C(C=CC=C2)F)OC (4-chloro-3-(2-fluorophenyl)-6-methoxy-1,2-benzisoxazole). As a reaction SMILES: [H-].[Na+].C(O/[N:7]=[C:8](\[C:19]1[CH:24]=[CH:23][CH:22]=[CH:21][C:20]=1[F:25])/[C:9]1[C:14]([OH:15])=[CH:13][C:12]([O:16][CH3:17])=[CH:11][C:10]=1[Cl:18])(=O)C>CN(C=O)C>[Cl:18][C:10]1[C:9]2[C:8]([C:19]3[CH:24]=[CH:23][CH:22]=[CH:21][C:20]=3[F:25])=[N:7][O:15][C:14]=2[CH:13]=[C:12]([O:16][CH3:17])[CH:11]=1 |f:0.1|. Reported procedure: To a suspension of NaH (2.4 g) in 20 ml DMF, is added a solution of E-2-chloro-2'-fluoro-6-hydroxy-4-methoxybenzophenone O-acetyl oxime (15 g) in 50 ml DMF. After stirring at ambient temperature for two hours, the mixture is poured into one 1 ice-water, stirred for 30 minutes and a precipitate is collected. The precipitate is washed with water then dried to yield 4-chloro-3-(2-fluorophenyl)-6-methoxy-1,2-benzisoxazole, mp 113°-115° C.